This data is from the Open Reaction Database (ORD), a public repository of structured organic reaction records. The task is: describe an organic reaction: reactants, conditions, products, and yield The reactants are CC=1C=C2N(CCCC2C(=O)OC(C)C)C1 (isopropyl 2-methyl-5,6,7,8-tetrahydropyrrolo[1,2-a]pyridine-8-carboxylate), CN(C(=O)C1=CC=C(C=C1)C)C (N,N-dimethyl-p-toluamide). Product: C1(=CC=C(C=C1)C(=O)C1=C(C=C2N1CCCC2C(=O)OC(C)C)C)C (isopropyl 3-p-toluoyl-2-methyl-5,6,7,8-tetrahydropyrrolo[1,2-a]pyridine-8-carboxylate). As a reaction SMILES: [CH3:1][C:2]1[CH:3]=[C:4]2[CH:9]([C:10]([O:12][CH:13]([CH3:15])[CH3:14])=[O:11])[CH2:8][CH2:7][CH2:6][N:5]2[CH:16]=1.CN(C)[C:19]([C:21]1[CH:26]=[CH:25][C:24]([CH3:27])=[CH:23][CH:22]=1)=[O:20]>>[C:24]1([CH3:27])[CH:25]=[CH:26][C:21]([C:19]([C:16]2[N:5]3[CH2:6][CH2:7][CH2:8][CH:9]([C:10]([O:12][CH:13]([CH3:14])[CH3:15])=[O:11])[C:4]3=[CH:3][C:2]=2[CH3:1])=[O:20])=[CH:22][CH:23]=1. Procedure: In accordance with the method of Example 8, isopropyl 2-methyl-5,6,7,8-tetrahydropyrrolo[1,2-a]pyridine-8-carboxylate is condensed with N,N-dimethyl-p-toluamide, to produce isopropyl 3-p-toluoyl-2-methyl-5,6,7,8-tetrahydropyrrolo[1,2-a]pyridine-8-carboxylate (XI, R=CH3, L=p-CH3, R2 =iC3H7, n=1). Reactants: O1CCCC1 (tetrahydrofuran), BrCCBr (1,2-dibromoethane), ClC(C(=O)OC)(Cl)Cl (methyl trichloroacetate), Cl[Si](C)(C)C (chlorotrimethylsilane). The reagents and catalysts are [Zn] (zinc), [Zn] (zinc). Solvent: CCCCCCC (heptane). Reaction conditions: temperature -55 celsius, time 90 minute. Product: ClC(=C(O[Si](C)(C)C)OC)Cl ((2,2-dichloro-1-methoxy-vinyloxy)-trimethylsilane). Isolated yield 106.3%. Reaction SMILES: O1CCCC1.BrCCBr.[Cl:10][C:11]([Cl:17])(Cl)[C:12]([O:14][CH3:15])=[O:13].Cl[Si:19]([CH3:22])([CH3:21])[CH3:20]>CCCCCCC.[Zn]>[Cl:10][C:11]([Cl:17])=[C:12]([O:14][CH3:15])[O:13][Si:19]([CH3:22])([CH3:21])[CH3:20]. Procedure: A 2-liter three-necked flask equipped with a mechanical stirrer, thermometer, condenser, pressure equalizing addition funnel and an argon inlet was charged with zinc dust (78.0 g, 1.19 mol) followed by the addition of anhydrous tetrahydrofuran (400 ml). To this mixture was added 1,2-dibromoethane (2 ml) to activate the zinc. The resulting mixture was heated at a gentle reflux for 25 minutes. After cooling to −55° C., a solution of methyl trichloroacetate (100.3 g, 0.565 mol) and chlorotrimethyls...